This data is from the Open Reaction Database (ORD), a public repository of structured organic reaction records. The task is: describe an organic reaction: reactants, conditions, products, and yield Starting materials: CN1CCNCC1, CC(C)NC(C)C, COC(=O)c1ccc(Cl)nc1, [I-], [Na+], CN(C)C=O, O. Product: COC(=O)c1ccc(N2CCN(C)CC2)nc1. RXN SMILES: [CH3:12][N:13]1[CH2:14][CH2:15][NH:16][CH2:17][CH2:18]1.[CH:19]([NH:20][CH:21]([CH3:22])[CH3:23])([CH3:24])[CH3:25].[Cl:1][c:2]1[n:3][cH:4][c:5]([C:6](=[O:7])[O:8][CH3:9])[cH:10][cH:11]1.[I-:26].[Na+:27].[O:28]=[CH:29][N:30]([CH3:31])[CH3:32].[OH2:33]>>[c:2]1([N:16]2[CH2:15][CH2:14][N:13]([CH3:12])[CH2:18][CH2:17]2)[n:3][cH:4][c:5]([C:6](=[O:7])[O:8][CH3:9])[cH:10][cH:11]1. The reactants are N([C@H](C)C(=O)N[C@@H](CC1=CC=CC=C1)C(=O)N[C@@H](CCSC)C(=O)OC)C(=O)OC(C)(C)C (Boc-DAla-Phe-Met-OCH3), Cl.C1(=CC=CC=C1)OC.CCOC(=O)C (HCl anisole EtOAc). Product: N[C@H](C)C(=O)N[C@@H](CC1=CC=CC=C1)C(=O)N[C@@H](CCSC)C(=O)OC.Cl (H-DAla-Phe-Met-OCH3.HCl). Reaction SMILES: [NH:1](C(OC(C)(C)C)=O)[C@@H:2]([C:4]([NH:6][C@H:7]([C:15]([NH:17][C@H:18]([C:23]([O:25][CH3:26])=[O:24])[CH2:19][CH2:20][S:21][CH3:22])=[O:16])[CH2:8][C:9]1[CH:14]=[CH:13][CH:12]=[CH:11][CH:10]=1)=[O:5])[CH3:3].[ClH:34].C1(OC)C=CC=CC=1.CCOC(C)=O>>[NH2:1][C@@H:2]([C:4]([NH:6][C@H:7]([C:15]([NH:17][C@H:18]([C:23]([O:25][CH3:26])=[O:24])[CH2:19][CH2:20][S:21][CH3:22])=[O:16])[CH2:8][C:9]1[CH:14]=[CH:13][CH:12]=[CH:11][CH:10]=1)=[O:5])[CH3:3].[ClH:34] |f:1.2.3,4.5|. Reported procedure: Boc-DAla-Phe-Met-OCH3 (9.4 g) was treated with HCl/anisole/EtOAc as described in Step B to give H-DAla-Phe-Met-OCH3.HCl which was used without further purification. Reactants: [C@@H]1(C[C@H](O)[C@@H](CO)O1)N1C=NC=2C(=O)NC(N)=NC12 (2′-deoxyguanosine), C1[C@@H]([C@H](O[C@H]1N2C=NC3=C2N=C(N=C3N)N)CO)O (2,6-diaminopurine-2′-deoxyriboside). Product: [C@@H]1([C@H](O)[C@H](O)[C@@H](CO)O1)N1C=NC=2C(N)=NC=NC12 (adenosine). Reaction SMILES: [C@@H]1(N2C3N=C(N)NC(=O)C=3N=C2)O[C@H](CO)[C@@H]([OH:4])C1.[CH2:20]1[C@H:24]([N:25]2[C:29]3[N:30]=[C:31](N)[N:32]=[C:33]([NH2:34])[C:28]=3[N:27]=[CH:26]2)[O:23][C@H:22]([CH2:36][OH:37])[C@H:21]1[OH:38]>>[C@@H:24]1([N:25]2[C:29]3[N:30]=[CH:31][N:32]=[C:33]([NH2:34])[C:28]=3[N:27]=[CH:26]2)[O:23][C@H:22]([CH2:36][OH:37])[C@@H:21]([OH:38])[C@H:20]1[OH:4]. Procedure: It is possible to prepare 2′-deoxyguanosine by putting 2,6-diaminopurine-2′-deoxyriboside obtained above under the action of an adenosine deaminase or a material containing said enzyme in an aqueous medium. The action of the adenosine deaminase may either be effected on 2,6-diaminopurine-2′-deoxyriboside in the reaction solution described above without separation or on a product separated from the mixture after reaction. The method for collection or separation includes a method using a synthetic... Reactants: [N+](=O)([O-])[O-].[Ag+] (silver nitrate), C(CCCCCCC\C=C/CCCCCCCC)(=O)[O-].[Na+] (sodium oleate), C(CCCCCCC\C=C/CCCCCCCC)(=O)[O-].[Na+] (sodium oleate). The solvent is O (water), O (water). Reaction conditions: temperature 60 celsius. Yields the product C(CCCCCCC\C=C/CCCCCCCC)(=O)[O-].[Ag+] (silver oleate). As a reaction SMILES: [C:1]([O-:20])(=[O:19])[CH2:2][CH2:3][CH2:4][CH2:5][CH2:6][CH2:7][CH2:8]/[CH:9]=[CH:10]\[CH2:11][CH2:12][CH2:13][CH2:14][CH2:15][CH2:16][CH2:17][CH3:18].[Na+].[N+]([O-])([O-])=O.[Ag+:26]>O>[C:1]([O-:20])(=[O:19])[CH2:2][CH2:3][CH2:4][CH2:5][CH2:6][CH2:7][CH2:8]/[CH:9]=[CH:10]\[CH2:11][CH2:12][CH2:13][CH2:14][CH2:15][CH2:16][CH2:17][CH3:18].[Ag+:26] |f:0.1,2.3,5.6|. Procedure: First, silver oleate was prepared by the known procedure. Thus, commercial sodium oleate was dissolved in pure water under heating at 60° C. Separately, an equivalent of silver nitrate was dissolved in pure water and the resulting solution was added to the above aqueous solution of sodium oleate. The silver oleate separating out was recovered with a suction filter and dried in a dryer. Starting materials: ClC=1C2=C(N=CN1)C=C(S2)[Sn](CCCC)(CCCC)CCCC (4-chloro-6-tributylstannanyl-thieno[3,2-d]pyrimidine), IC=1C=NN(C1)CCN1CCCC1 (4-iodo-1-(2-pyrrolidin-1-yl-ethyl)-1H-pyrazole), [As](C1=CC=CC=C1)(C1=CC=CC=C1)C1=CC=CC=C1 (Ph3As). Reagents/catalysts: C=1C=CC(=CC1)/C=C/C(=O)/C=C/C2=CC=CC=C2.C=1C=CC(=CC1)/C=C/C(=O)/C=C/C2=CC=CC=C2.C=1C=CC(=CC1)/C=C/C(=O)/C=C/C2=CC=CC=C2.[Pd].[Pd] (Pd2(dba)3), [Cu]I (CuI). Solvent: CN(C)C=O (DMF). Conditions: temperature 80 celsius. The product is ClC=1C2=C(N=CN1)C=C(S2)C=2C=NN(C2)CCN2CCCC2 (4-chloro-6-[1-(2-pyrrolidin-1-yl-ethyl)-1H-pyrazol-4-yl]-thieno[3,2-d]pyrimidine). RXN SMILES: [Cl:1][C:2]1[C:3]2[S:10][C:9]([Sn](CCCC)(CCCC)CCCC)=[CH:8][C:4]=2[N:5]=[CH:6][N:7]=1.I[C:25]1[CH:26]=[N:27][N:28]([CH2:30][CH2:31][N:32]2[CH2:36][CH2:35][CH2:34][CH2:33]2)[CH:29]=1.[As](C1C=CC=CC=1)(C1C=CC=CC=1)C1C=CC=CC=1>CN(C=O)C.C1C=CC(/C=C/C(/C=C/C2C=CC=CC=2)=O)=CC=1.C1C=CC(/C=C/C(/C=C/C2C=CC=CC=2)=O)=CC=1.C1C=CC(/C=C/C(/C=C/C2C=CC=CC=2)=O)=CC=1.[Pd].[Pd].[Cu]I>[Cl:1][C:2]1[C:3]2[S:10][C:9]([C:25]3[CH:26]=[N:27][N:28]([CH2:30][CH2:31][N:32]4[CH2:36][CH2:35][CH2:34][CH2:33]4)[CH:29]=3)=[CH:8][C:4]=2[N:5]=[CH:6][N:7]=1 |f:4.5.6.7.8|. Reported procedure: Compound 52.1 (22.58 mmol) and 4-iodo-1-(2-pyrrolidin-1-yl-ethyl)-1H-pyrazole (22.32 mmol) was dissolved in DMF and degassed with nitrogen. To this was added Pd2(dba)3 (0.23 mmol), Ph3As (0.46 mmol) and CuI (1.16 mmol). The reaction mixture was heated at 80° C. for 6 hours, concentrated to dryness and purified by flash column chromatography on silica gel (10% MeOH in dichloromethane) to provide 4-chloro-6-[1-(2-pyrrolidin-1-yl-ethyl)-1H-pyrazol-4-yl]-thieno[3,2-d]pyrimidine (compound 52.2). The reactants are COC(=O)Cc1sc(NC(=O)c2cc(Br)ccc2O)nc1-c1ccccc1, CO, Cl, [Na+], [OH-]. Product: O=C(O)Cc1sc(NC(=O)c2cc(Br)ccc2O)nc1-c1ccccc1. RXN SMILES: [CH3:1][O:2][C:3]([CH2:4][c:5]1[c:6](-[c:21]2[cH:22][cH:23][cH:24][cH:25][cH:26]2)[n:7][c:8]([NH:10][C:11]([c:12]2[c:13]([OH:19])[cH:14][cH:15][c:16]([Br:18])[cH:17]2)=[O:20])[s:9]1)=[O:27].[CH3:31][OH:32].[ClH:30].[Na+:29].[OH-:28]>>[O:2]=[C:3]([CH2:4][c:5]1[c:6](-[c:21]2[cH:22][cH:23][cH:24][cH:25][cH:26]2)[n:7][c:8]([NH:10][C:11]([c:12]2[c:13]([OH:19])[cH:14][cH:15][c:16]([Br:18])[cH:17]2)=[O:20])[s:9]1)[OH:27]. The reactants are ClC1=CC=C(C=2N3C(=NC21)N(CCC3)C3=C(C=C(C=C3)Cl)Cl)C(O)C3CC3 (1-[9-chloro-1-(2,4-dichlorophenyl)-1,2,3,4-tetrahydropyrimido[1,2-a]benzimidazol-6-yl](cyclopropyl)methanol), [H-].[Na+] (sodium hydride), [Cl-].[NH4+] (ammonium chloride), ICC (iodoethane). Solvent: CN(C=O)C (N,N-dimethylformamide). Reaction conditions: temperature 0 celsius, time 0.5 hour. Yields the product ClC1=CC=C(C=2N3C(=NC21)N(CCC3)C3=C(C=C(C=C3)Cl)Cl)C(OCC)C3CC3 (9-Chloro-6-[cyclopropyl(ethoxy)methyl]-1-(2,4-dichlorophenyl)-1,2,3,4-tetrahydropyrimido[1,2-a]benzimidazole). Isolated yield 43.4%. RXN SMILES: [Cl:1][C:2]1[C:10]2[N:9]=[C:8]3[N:11]([C:15]4[CH:20]=[CH:19][C:18]([Cl:21])=[CH:17][C:16]=4[Cl:22])[CH2:12][CH2:13][CH2:14][N:7]3[C:6]=2[C:5]([CH:23]([CH:25]2[CH2:27][CH2:26]2)[OH:24])=[CH:4][CH:3]=1.[H-].[Na+].I[CH2:31][CH3:32].[Cl-].[NH4+]>CN(C)C=O>[Cl:1][C:2]1[C:10]2[N:9]=[C:8]3[N:11]([C:15]4[CH:20]=[CH:19][C:18]([Cl:21])=[CH:17][C:16]=4[Cl:22])[CH2:12][CH2:13][CH2:14][N:7]3[C:6]=2[C:5]([CH:23]([CH:25]2[CH2:27][CH2:26]2)[O:24][CH2:31][CH3:32])=[CH:4][CH:3]=1 |f:1.2,4.5|. Procedure details: To a solution of 1-[9-chloro-1-(2,4-dichlorophenyl)-1,2,3,4-tetrahydropyrimido[1,2-a]benzimidazol-6-yl](cyclopropyl)methanol (150 mg, 0.355 mmol) in N,N-dimethylformamide (2 mL) was added sodium hydride (60% dispersion in mineral oil, 17 mg, 0.426 mmol) at 0° C. After the mixture was stirred at 0° C. for 0.5 hr, iodoethane (0.131 mL, 0.533 mmol) was added to the reaction mixture at 0° C. The mixture was stirred at room temperature for 2 hr. Saturated aqueous ammonium chloride was added to the re... Reactants: CCCP(=O)(O)O, Cn1ncc(C(=O)O)c1C(=O)Nc1ccn2nc(-c3ccccc3)nc2c1, CCN(C(C)C)C(C)C, Cl, Cl, C1CN2CCC(C2)N1, C1CCOC1. Yields the product Cn1ncc(C(=O)N2CCN3CCC2C3)c1C(=O)Nc1ccn2nc(-c3ccccc3)nc2c1. As a reaction SMILES: [CH2:38]([P:39]([OH:40])([OH:41])=[O:42])[CH2:43][CH3:44].[CH3:1][n:2]1[n:3][cH:4][c:5]([C:25](=[O:26])[OH:27])[c:6]1[C:7]([NH:8][c:9]1[cH:10][c:11]2[n:12]([cH:13][cH:14]1)[n:15][c:16](-[c:18]1[cH:19][cH:20][cH:21][cH:22][cH:23]1)[n:17]2)=[O:24].[CH:45]([N:46]([CH2:47][CH3:48])[CH:49]([CH3:50])[CH3:51])([CH3:52])[CH3:53].[ClH:28].[ClH:29].[N:30]12[CH2:31][CH2:32][NH:33][CH:34]([CH2:35][CH2:36]1)[CH2:37]2.[O:54]1[CH2:55][CH2:56][CH2:57][CH2:58]1>>[CH3:1][n:2]1[n:3][cH:4][c:5]([C:25](=[O:26])[N:33]2[CH2:32][CH2:31][N:30]3[CH2:36][CH2:35][CH:34]2[CH2:37]3)[c:6]1[C:7]([NH:8][c:9]1[cH:10][c:11]2[n:12]([cH:13][cH:14]1)[n:15][c:16](-[c:18]1[cH:19][cH:20][cH:21][cH:22][cH:23]1)[n:17]2)=[O:24]. Procedure details: A 2.6 g. portion of 3-(4-chlorophenylaminomethyl)pyridine was dissolved in dichloromethane with stirring, and to the solution was added 2.1 g. of potassium carbonate and 2.25 g. of chloromethanesulfonyl chloride. The mixture was stirred at ambient temperature for several days, and was then worked up as described in Example 3 to obtain 0.6 g. of the desired product, m.p. 98°-100°. Product: ClC1=CC=C(C=C1)N(S(=O)(=O)CCl)CC=1C=NC=CC1 (N-(4-chlorophenyl)-N-(pyridin-3-ylmethyl)chloromethanesulfonamide). Reactants: C([O-])([O-])=O.[K+].[K+] (potassium carbonate), ClC1=CC=C(C=C1)NCC=1C=NC=CC1 (3-(4-chlorophenylaminomethyl)pyridine), ClCS(=O)(=O)Cl (chloromethanesulfonyl chloride). RXN SMILES: [Cl:1][C:2]1[CH:7]=[CH:6][C:5]([NH:8][CH2:9][C:10]2[CH:11]=[N:12][CH:13]=[CH:14][CH:15]=2)=[CH:4][CH:3]=1.C(=O)([O-])[O-].[K+].[K+].[Cl:22][CH2:23][S:24](Cl)(=[O:26])=[O:25]>ClCCl>[Cl:1][C:2]1[CH:3]=[CH:4][C:5]([N:8]([CH2:9][C:10]2[CH:11]=[N:12][CH:13]=[CH:14][CH:15]=2)[S:24]([CH2:23][Cl:22])(=[O:26])=[O:25])=[CH:6][CH:7]=1 |f:1.2.3|. Run in ClCCl (dichloromethane). Starting materials: FC=1C(=NC2=CC=CC(=C2N1)C1=CC=2C(NCCC2N1)=O)C (2-(3-fluoro-2-methylquinoxalin-5-yl)-6,7-dihydro-1H-pyrrolo[3,2-c]pyridin-4(5H)-one), CC(C)(C)S (2-methylpropane-2-thiol). Run at temperature 100 celsius. Yields the product C(C)(C)(C)SC=1C(=NC2=CC=CC(=C2N1)C1=CC=2C(NCCC2N1)=O)C (2-(3-(tert-butylthio)-2-methylquinoxalin-5-yl)-6,7-dihydro-1H-pyrrolo[3,2-c]pyridin-4(5H)-one). The yield is 26.0%. RXN SMILES: F[C:2]1[C:3]([CH3:22])=[N:4][C:5]2[C:10]([N:11]=1)=[C:9]([C:12]1[NH:20][C:19]3[CH2:18][CH2:17][NH:16][C:15](=[O:21])[C:14]=3[CH:13]=1)[CH:8]=[CH:7][CH:6]=2.[CH3:23][C:24]([SH:27])([CH3:26])[CH3:25]>>[C:24]([S:27][C:2]1[C:3]([CH3:22])=[N:4][C:5]2[C:10]([N:11]=1)=[C:9]([C:12]1[NH:20][C:19]3[CH2:18][CH2:17][NH:16][C:15](=[O:21])[C:14]=3[CH:13]=1)[CH:8]=[CH:7][CH:6]=2)([CH3:26])([CH3:25])[CH3:23]. Procedure details: Prepared similarly to that described in Example 127 using 2-(3-fluoro-2-methylquinoxalin-5-yl)-6,7-dihydro-1H-pyrrolo[3,2-c]pyridin-4(5H)-one (Example 210i; 74 mg, 0.250 mmol) and 2-methylpropane-2-thiol (67.6 mg, 0.749 mmol; Acros, Geel, Belgium), heating at 100° C. for 7 h. Purification by rpHPLC (Phenomenex Gemini C18, 10 μm, 150×30 mm; 10-100% ACN/water with 0.1% TFA) provided 2-(3-(tert-butylthio)-2-methylquinoxalin-5-yl)-6,7-dihydro-1H-pyrrolo[3,2-c]pyridin-4(5H)-one (26% yield). 1H NMR (4...